This data is from the Open Reaction Database (ORD), a public repository of structured organic reaction records. The task is: describe an organic reaction: reactants, conditions, products, and yield Reactants: CN(C)c1ccncc1, CN(C)c1ccncc1, Cc1cc(C)c(CC(=O)Cl)c(C)c1, ClCCl, O, CON1CCC(O)(C#N)CC1. The product is CON1CCC(C#N)(OC(=O)Cc2c(C)cc(C)cc2C)CC1. RXN SMILES: [CH3:12][N:13]([CH3:14])[c:15]1[cH:16][cH:17][n:18][cH:19][cH:20]1.[CH3:21][N:22]([c:23]1[cH:24][cH:25][n:26][cH:27][cH:28]1)[CH3:29].[CH3:30][c:31]1[c:32]([CH2:39][C:40](=[O:41])[Cl:42])[c:33]([CH3:38])[cH:34][c:35]([CH3:37])[cH:36]1.[Cl:44][CH2:45][Cl:46].[OH2:43].[OH:1][C:2]1([C:10]#[N:11])[CH2:3][CH2:4][N:5]([O:8][CH3:9])[CH2:6][CH2:7]1>>[O:1]([C:2]1([C:10]#[N:11])[CH2:3][CH2:4][N:5]([O:8][CH3:9])[CH2:6][CH2:7]1)[C:40]([CH2:39][c:32]1[c:31]([CH3:30])[cH:36][c:35]([CH3:37])[cH:34][c:33]1[CH3:38])=[O:41].